This data is from the Open Reaction Database (ORD), a public repository of structured organic reaction records. The task is: describe an organic reaction: reactants, conditions, products, and yield Starting materials: Cl.NC1=C(O)C=CC=C1O (2-Aminoresorcinol hydrochloride), triethylchloroformate, O (water), C(C)O (ethanol). Conditions: time 30 minute. Yields the product OC1=CC=CC2=C1N=CO2 (4-Hydroxybenzoxazole). Reaction SMILES: Cl.[NH2:2][C:3]1[C:9]([OH:10])=[CH:8][CH:7]=[CH:6][C:4]=1[OH:5].O.[CH2:12](O)C>>[OH:10][C:9]1[C:3]2[N:2]=[CH:12][O:5][C:4]=2[CH:6]=[CH:7][CH:8]=1 |f:0.1|. Procedure: 2-Aminoresorcinol hydrochloride (2 g) and triethylchloroformate (4.5 ml) were heated to reflux under nitrogen for 3 h. After cooling to room temperature, the reaction mixture was poured into a mixture of water (70 ml) and ethanol (20 ml). The mixture was stirred vigorously for 30 minutes, then left to stand at room temperature overnight. The beige precipitate which formed was collected by filtration, and dried by azeotroping with toluene to give the title compound as a beige solid (1.2 g). Reactants: CC1=C(N)C=CC(=C1)F (2-methyl-4-fluoroaniline), C(C)C1=CC(=NC(=N1)Cl)N1C(C2=CC=CC=C2CC1)C (6-ethyl-4-(1-methyl-1,2,3,4-tetrahydroisoquinolin-2-yl)-2-chloropyrimidine). Yields the product Cl.C(C)C1=CC(=NC(=N1)NC1=C(C=C(C=C1)F)C)N1C(C2=CC=CC=C2CC1)C (6-ethyl-2-(2-methyl-4-fluorphenylamino)-4-(1-methyl-1,2,3,4-tetrahydroisoquinolin-2-yl)pyrimidine hydrochloride). Procedure details: After 2-methyl-4-fluoroaniline(0.77 ml, 6.93 mmol) was added to a mixture solution of 6-ethyl-4-(1-methyl-1,2,3,4-tetrahydroisoquinolin-2-yl)-2-chloropyrimidine(1.0 g, 3.47 mmol) and dimethylformamide(5 ml), 0.92 g of the titled compound was obtained in accordance with the same procedure as in Step 2 of Example 1. Solvent: CN(C=O)C (dimethylformamide). Yield: 64.2%. RXN SMILES: [CH3:1][C:2]1[CH:8]=[C:7]([F:9])[CH:6]=[CH:5][C:3]=1[NH2:4].[CH2:10]([C:12]1[N:17]=[C:16]([Cl:18])[N:15]=[C:14]([N:19]2[CH2:28][CH2:27][C:26]3[C:21](=[CH:22][CH:23]=[CH:24][CH:25]=3)[CH:20]2[CH3:29])[CH:13]=1)[CH3:11]>CN(C)C=O>[ClH:18].[CH2:10]([C:12]1[N:17]=[C:16]([NH:4][C:3]2[CH:5]=[CH:6][C:7]([F:9])=[CH:8][C:2]=2[CH3:1])[N:15]=[C:14]([N:19]2[CH2:28][CH2:27][C:26]3[C:21](=[CH:22][CH:23]=[CH:24][CH:25]=3)[CH:20]2[CH3:29])[CH:13]=1)[CH3:11] |f:3.4|.